From a dataset of the Open Reaction Database (ORD), a public repository of structured organic reaction records. describe an organic reaction: reactants, conditions, products, and yield The reactants are C[O-].[Na+] (sodium methoxide), C(CC(=O)OCC)(=O)OCC (diethyl malonate), C(C1=CC=CC=C1)Cl (benzyl chloride). The solvent is C(C)O (ethanol). The product is C(C)OC(C(C(=O)OCC)CC1=CC=CC=C1)=O (2-benzylmalonic acid diethyl ester). The yield is 66.6%. RXN SMILES: C[O-].[Na+].[C:4]([O:12][CH2:13][CH3:14])(=[O:11])[CH2:5][C:6]([O:8][CH2:9][CH3:10])=[O:7].[CH2:15](Cl)[C:16]1[CH:21]=[CH:20][CH:19]=[CH:18][CH:17]=1>C(O)C>[CH2:13]([O:12][C:4](=[O:11])[CH:5]([CH2:15][C:16]1[CH:21]=[CH:20][CH:19]=[CH:18][CH:17]=1)[C:6]([O:8][CH2:9][CH3:10])=[O:7])[CH3:14] |f:0.1|. Procedure details: In 200 ml of ethanol, 16.2 g of sodium methoxide were dissolved. Into this solution, 49.5 g of diethyl malonate were dropped and gently refluxed. 37.98 g of benzyl chloride were dropped into the mixture over one hour and the mixture was refluxed for 2 hours. After the reaction was completed, the solvent was removed under reduced pressure, and water was added to the residue. After extraction with ethyl acetate, the ethyl acetate was dried with sodium sulfate anhydride. After removing the solvent ... Reactants: C(C)N1C(C=CC2=C1N=C(N=C2)S(=O)C)=O (8-ethyl-2-methanesulfinyl-8H-pyrido[2,3-d]pyrimidin-7-one), O1CCN(CC1)C1=CC=C(N)C=C1 (4-morpholinoaniline). Solvent: C(C)(=O)OCC (ethyl acetate). Reaction conditions: temperature 175 celsius. Yields the product C(C)N1C(C=CC2=C1N=C(N=C2)NC2=CC=C(C=C2)N2CCOCC2)=O (8-ethyl-2-(4-morpholin-4-yl-phenylamino)-8H-pyrido[2,3-d]pyrimidin-7-one). RXN SMILES: [CH2:1]([N:3]1[C:8]2[N:9]=[C:10](S(C)=O)[N:11]=[CH:12][C:7]=2[CH:6]=[CH:5][C:4]1=[O:16])[CH3:2].[O:17]1[CH2:22][CH2:21][N:20]([C:23]2[CH:29]=[CH:28][C:26]([NH2:27])=[CH:25][CH:24]=2)[CH2:19][CH2:18]1>C(OCC)(=O)C>[CH2:1]([N:3]1[C:8]2[N:9]=[C:10]([NH:27][C:26]3[CH:25]=[CH:24][C:23]([N:20]4[CH2:21][CH2:22][O:17][CH2:18][CH2:19]4)=[CH:29][CH:28]=3)[N:11]=[CH:12][C:7]=2[CH:6]=[CH:5][C:4]1=[O:16])[CH3:2]. Reported procedure: A mixture of 8-ethyl-2-methanesulfinyl-8H-pyrido[2,3-d]pyrimidin-7-one (136 mg, 0.57 mmol) and 4-morpholinoaniline (205 mg, 1.15 mmol) was heated at 175° C. for 10 minutes then cooled to room temperature, and ethyl acetate was added. The precipitate was collected by filtration and purified by flash chromatography eluting with ethyl acetate. The fractions containing product were concentrated, and ethyl acetate and hexane were added to the residue. The resultant precipitate was collected by filtra... The reactants are OCCCNC1=C(C=C(C=C1)N1[CH-]OCC1=O)[N+](=O)[O-] (N-[4-(γ-hydroxypropyl)amino-3-nitrophenyl]oxazolidone), [OH-].[Na+] (sodium hydroxide). Conditions: temperature 80 celsius. Yields the product OCCCNC1=C(C=C(C=C1)NCCO)[N+](=O)[O-] (1-(γ-hydroxypropyl)amino-2-nitro-4-[(β-hydroxyethyl)amino]benzene). As a reaction SMILES: [OH:1][CH2:2][CH2:3][CH2:4][NH:5][C:6]1[CH:11]=[CH:10][C:9]([N:12]2[C:16](=O)[CH2:15][O:14][CH-]2)=[CH:8][C:7]=1[N+:18]([O-:20])=[O:19].[OH-].[Na+]>>[OH:1][CH2:2][CH2:3][CH2:4][NH:5][C:6]1[CH:11]=[CH:10][C:9]([NH:12][CH2:16][CH2:15][OH:14])=[CH:8][C:7]=1[N+:18]([O-:20])=[O:19] |f:1.2|. Procedure: 0.02 mole (5.1 g) of N-[4-(γ-hydroxypropyl)amino-3-nitrophenyl]oxazolidone, prepared according to Example 6 or 8, is added to 22 moles of 2N sodium hydroxide. After 30 minutes' heating at 80° C., the expected product crystallizes from the reaction medium. Reactants: [F-].[K+] (KF), Cl (HCl), OC=1C=C2CCC(OC2=CC1)C1=CC=CC=C1 (6-Hydroxyflavane), ClC1=NC=CC=C1[N+](=O)[O-] (2-chloro-3-nitropyridine). The solvent is CCOC(=O)C (EtOAc), CN(C)C=O (DMF), O (water). Reaction conditions: time 30 minute. The product is [N+](=O)([O-])C=1C(=NC=CC1)OC=1C=C2CCC(OC2=CC1)C1=CC=CC=C1 (3-Nitro-2-(2-phenylchroman-6-yloxy)-pyridine). As a reaction SMILES: [OH:1][C:2]1[CH:3]=[C:4]2[C:9](=[CH:10][CH:11]=1)[O:8][CH:7]([C:12]1[CH:17]=[CH:16][CH:15]=[CH:14][CH:13]=1)[CH2:6][CH2:5]2.[F-].[K+].Cl[C:21]1[C:26]([N+:27]([O-:29])=[O:28])=[CH:25][CH:24]=[CH:23][N:22]=1.Cl>CN(C=O)C.O.CCOC(C)=O>[N+:27]([C:26]1[C:21]([O:1][C:2]2[CH:3]=[C:4]3[C:9](=[CH:10][CH:11]=2)[O:8][CH:7]([C:12]2[CH:17]=[CH:16][CH:15]=[CH:14][CH:13]=2)[CH2:6][CH2:5]3)=[N:22][CH:23]=[CH:24][CH:25]=1)([O-:29])=[O:28] |f:1.2|. Reported procedure: 6-Hydroxyflavane (0.150 g) was dissolved in 3 ml of dry DMF under nitrogen. KF (0.117 g) was added and the solution was stirred for 30 minutes at +120° C. The solution was cooled a bit and 2-chloro-3-nitropyridine was added (0.212 g) and stirred for 7 hours at +120° C. and overnight at room temperature. The reaction mixture was taken up with EtOAc and 1M HCl and water were added and phases separated. Organic phase was washed with water and pH was adjusted to 7 with 1M NaOH. Organic phase was was... Reactants: CCOC(C)=O, CC(C)=O, [K+], O=[Mn](=O)(=O)[O-], O, CC(C)(C)OC(=O)NC1(c2ccc(C#Cc3ccccc3)cc2)CCC1. The product is CC(C)(C)OC(=O)NC1(c2ccc(C(=O)C(=O)c3ccccc3)cc2)CCC1. Reaction SMILES: [CH3:33][CH2:34][O:35][C:36]([CH3:37])=[O:38].[CH3:40][C:41](=[O:42])[CH3:43].[K+:32].[Mn:27](=[O:28])([O-:29])(=[O:30])=[O:31].[OH2:39].[c:1]1([C:7]#[C:8][c:9]2[cH:10][cH:11][c:12]([C:15]3([NH:19][C:20]([O:21][C:22]([CH3:23])([CH3:24])[CH3:25])=[O:26])[CH2:16][CH2:17][CH2:18]3)[cH:13][cH:14]2)[cH:2][cH:3][cH:4][cH:5][cH:6]1>>[c:1]1([C:7]([C:8]([c:9]2[cH:10][cH:11][c:12]([C:15]3([NH:19][C:20]([O:21][C:22]([CH3:23])([CH3:24])[CH3:25])=[O:26])[CH2:16][CH2:17][CH2:18]3)[cH:13][cH:14]2)=[O:28])=[O:39])[cH:2][cH:3][cH:4][cH:5][cH:6]1. Starting materials: CCN=C=NCCCN(C)C, CCN(C(C)C)C(C)C, O=C(O)C(F)(F)F, NCC(=O)N1CCN(C(=O)c2ccccc2C(F)(F)F)CC1, CN(C)C=O, O, On1nnc2ccccc21, O=C(O)c1ccc(S(=O)(=O)c2ccccc2)cc1. Yields the product O=C(NCC(=O)N1CCN(C(=O)c2ccccc2C(F)(F)F)CC1)c1ccc(S(=O)(=O)c2ccccc2)cc1. Reaction SMILES: [CH3:28][CH2:29][N:30]=[C:31]=[N:32][CH2:33][CH2:34][CH2:35][N:36]([CH3:37])[CH3:38].[CH:1]([N:2]([CH2:3][CH3:4])[CH:5]([CH3:6])[CH3:7])([CH3:8])[CH3:9].[F:71][C:72]([F:73])([F:74])[C:75]([OH:76])=[O:77].[NH2:49][CH2:50][C:51](=[O:52])[N:53]1[CH2:54][CH2:55][N:56]([C:59]([c:60]2[c:61]([C:66]([F:67])([F:68])[F:69])[cH:62][cH:63][cH:64][cH:65]2)=[O:70])[CH2:57][CH2:58]1.[O:78]=[CH:79][N:80]([CH3:81])[CH3:82].[OH2:83].[OH:39][n:40]1[c:41]2[c:42]([cH:43][cH:44][cH:45][cH:46]2)[n:47][n:48]1.[c:10]1([S:16](=[O:17])(=[O:18])[c:19]2[cH:20][cH:21][c:22]([C:23](=[O:24])[OH:25])[cH:26][cH:27]2)[cH:11][cH:12][cH:13][cH:14][cH:15]1>>[c:10]1([S:16](=[O:17])(=[O:18])[c:19]2[cH:20][cH:21][c:22]([C:23](=[O:25])[NH:49][CH2:50][C:51](=[O:52])[N:53]3[CH2:54][CH2:55][N:56]([C:59]([c:60]4[c:61]([C:66]([F:67])([F:68])[F:69])[cH:62][cH:63][cH:64][cH:65]4)=[O:70])[CH2:57][CH2:58]3)[cH:26][cH:27]2)[cH:11][cH:12][cH:13][cH:14][cH:15]1.